This data is from the Open Reaction Database (ORD), a public repository of structured organic reaction records. The task is: describe an organic reaction: reactants, conditions, products, and yield Starting materials: CCOC(C)=O, O=S(=O)(O)Cl, O=C1C(N2CCCc3cc(Cl)ccc32)CCN1c1ccccc1. Yields the product O=C1C(N2CCCc3cc(Cl)ccc32)CCN1c1ccc(S(=O)(=O)Cl)cc1. As a reaction SMILES: [CH3:29][CH2:30][O:31][C:32]([CH3:33])=[O:34].[Cl:1][S:2](=[O:3])(=[O:4])[OH:5].[Cl:6][c:7]1[cH:8][c:9]2[c:14]([cH:15][cH:16]1)[N:13]([CH:17]1[C:18](=[O:28])[N:19]([c:22]3[cH:23][cH:24][cH:25][cH:26][cH:27]3)[CH2:20][CH2:21]1)[CH2:12][CH2:11][CH2:10]2>>[Cl:1][S:2](=[O:3])(=[O:5])[c:25]1[cH:24][cH:23][c:22]([N:19]2[C:18](=[O:28])[CH:17]([N:13]3[CH2:12][CH2:11][CH2:10][c:9]4[cH:8][c:7]([Cl:6])[cH:16][cH:15][c:14]43)[CH2:21][CH2:20]2)[cH:27][cH:26]1. The reactants are COC(=O)N1CCN(Cc2ccccc2)CC1, CCO, [H][H], [Pd]. The product is COC(=O)N1CCNCC1. RXN SMILES: [C:1](=[O:2])([O:3][CH3:4])[N:5]1[CH2:6][CH2:7][N:8]([CH2:11][c:12]2[cH:13][cH:14][cH:15][cH:16][cH:17]2)[CH2:9][CH2:10]1.[CH3:20][CH2:21][OH:22].[H:18][H:19].[Pd:23]>>[C:1](=[O:2])([O:3][CH3:4])[N:5]1[CH2:6][CH2:7][NH:8][CH2:9][CH2:10]1. The reactants are [OH-].[Na+] (sodium hydroxide), ClC=1C=C(C=CC1OC(C)C)C1=NC(=NO1)C=1C=CC=C2C(=CNC12)CCCCC(=O)OCC (Ethyl 5-[7-(5-{3-chloro-4-[(1-methylethyl)oxy]phenyl}-1,2,4-oxadiazol-3-yl)-1H-indol-3-yl]pentanoate). The solvent is O (water), O1CCCC1 (tetrahydrofuran), CO (methanol). Reaction conditions: temperature 20 celsius, time 8 hour. Product: ClC=1C=C(C=CC1OC(C)C)C1=NC(=NO1)C=1C=CC=C2C(=CNC12)CCCCC(=O)O (5-[7-(5-{3-chloro-4-[(1-methylethyl)oxy]phenyl}-1,2,4-oxadiazol-3-yl)-1H-indol-3-yl]pentanoic acid). Isolated yield 61.9%. Reaction SMILES: [Cl:1][C:2]1[CH:3]=[C:4]([C:12]2[O:16][N:15]=[C:14]([C:17]3[CH:18]=[CH:19][CH:20]=[C:21]4[C:25]=3[NH:24][CH:23]=[C:22]4[CH2:26][CH2:27][CH2:28][CH2:29][C:30]([O:32]CC)=[O:31])[N:13]=2)[CH:5]=[CH:6][C:7]=1[O:8][CH:9]([CH3:11])[CH3:10].[OH-].[Na+]>O1CCCC1.CO.O>[Cl:1][C:2]1[CH:3]=[C:4]([C:12]2[O:16][N:15]=[C:14]([C:17]3[CH:18]=[CH:19][CH:20]=[C:21]4[C:25]=3[NH:24][CH:23]=[C:22]4[CH2:26][CH2:27][CH2:28][CH2:29][C:30]([OH:32])=[O:31])[N:13]=2)[CH:5]=[CH:6][C:7]=1[O:8][CH:9]([CH3:10])[CH3:11] |f:1.2|. Reported procedure: To a solution of ethyl 5-[7-(5-{3-chloro-4-[(1-methylethyl)oxy]phenyl}-1,2,4-oxadiazol-3-yl)-1H-indol-3-yl]pentanoate (D56) (120 mg) in tetrahydrofuran (5 mL) and methanol (5 mL) stirred at 20° C. was added a solution of sodium hydroxide (40 mg) in water (5 mL) in one charge. The reaction mixture was stirred at 20° C. for 8 hours. The reaction mixture was concentrated and then H2SO4 (0.1 M) solution was added dropwise to pH around 3. Extracted with EtOAc (100 mL), the organic layer was separated... Starting materials: FC1=C(OC2=CC(=NC=C2)NC(OC(C)(C)C)=O)C=C(C(=C1)NC(=O)C1(CC1)C(NC1=CC=C(C=C1)F)=O)F (tert-butyl 4-(2,5-difluoro-4-(1-(4-fluorophenylcarbamoyl)cyclopropanecarboxamido)phenoxy)pyridin-2-ylcarbamate), C(=O)(C(F)(F)F)O (TFA), C(=O)(O)[O-].[Na+] (NaHCO3). The solvent is C(Cl)Cl (CH2Cl2). Yields the product NC1=NC=CC(=C1)OC1=CC(=C(C=C1F)NC(=O)C1(CC1)C(=O)NC1=CC=C(C=C1)F)F (N-(4-((2-aminopyridin-4-yl)oxy)-2,5-difluorophenyl)-N′-(4-fluorophenyl)cyclopropane-1,1-dicarboxamide). RXN SMILES: [F:1][C:2]1[CH:22]=[C:21]([NH:23][C:24]([C:26]2([C:29](=[O:38])[NH:30][C:31]3[CH:36]=[CH:35][C:34]([F:37])=[CH:33][CH:32]=3)[CH2:28][CH2:27]2)=[O:25])[C:20]([F:39])=[CH:19][C:3]=1[O:4][C:5]1[CH:10]=[CH:9][N:8]=[C:7]([NH:11]C(=O)OC(C)(C)C)[CH:6]=1.C(O)(C(F)(F)F)=O.C([O-])(O)=O.[Na+]>C(Cl)Cl>[NH2:11][C:7]1[CH:6]=[C:5]([O:4][C:3]2[C:2]([F:1])=[CH:22][C:21]([NH:23][C:24]([C:26]3([C:29]([NH:30][C:31]4[CH:32]=[CH:33][C:34]([F:37])=[CH:35][CH:36]=4)=[O:38])[CH2:28][CH2:27]3)=[O:25])=[C:20]([F:39])[CH:19]=2)[CH:10]=[CH:9][N:8]=1 |f:2.3|. Procedure details: To a solution of tert-butyl 4-(2,5-difluoro-4-(1-(4-fluorophenylcarbamoyl)cyclopropanecarboxamido)phenoxy)pyridin-2-ylcarbamate (1.8 g, 3.3 mmol) in CH2Cl2 (100 mL) was added TFA (5 mL) and the mixture was stirred at room temperature overnight. The reaction mixture was adjusted to pH>7 with saturated NaHCO3 solution and the separated organic layer was washed with brine, dried over Na2SO4 and concentrated under reduced pressure to give N-(4-((2-aminopyridin-4-yl)oxy)-2,5-difluorophenyl)-N′-(4-flu... Run at time 8 hour. The yield is 82.2%. The reactants are CC(=O)c1c(CCCl)sc2c1CCN(C(C)=O)C2, Cl, Fc1ccc2c(C3CCNCC3)noc2c1. The product is CC(=O)c1c(CCN2CCC(c3noc4cc(F)ccc34)CC2)sc2c1CCN(C(C)=O)C2. As a reaction SMILES: [C:1]([CH3:2])(=[O:3])[c:4]1[c:5]([CH2:16][CH2:17][Cl:18])[s:6][c:7]2[c:12]1[CH2:11][CH2:10][N:9]([C:13]([CH3:14])=[O:15])[CH2:8]2.[ClH:19].[F:20][c:21]1[cH:22][c:23]2[c:24]([c:25]([CH:28]3[CH2:29][CH2:30][NH:31][CH2:32][CH2:33]3)[n:26][o:27]2)[cH:34][cH:35]1>>[C:1]([CH3:2])(=[O:3])[c:4]1[c:5]([CH2:16][CH2:17][N:31]2[CH2:30][CH2:29][CH:28]([c:25]3[c:24]4[c:23]([cH:22][c:21]([F:20])[cH:35][cH:34]4)[o:27][n:26]3)[CH2:33][CH2:32]2)[s:6][c:7]2[c:12]1[CH2:11][CH2:10][N:9]([C:13]([CH3:14])=[O:15])[CH2:8]2. The reactants are CC(C)(C)OC(=O)N1CCC(O)CC1, CCOC(=O)CCC(=O)c1cc(F)c(O)c(F)c1, C1CCOC1, Cc1ccccc1, CCOC(=O)N=NC(=O)OCC, c1ccc(P(c2ccccc2)c2ccccc2)cc1. Product: CCOC(=O)CCC(=O)c1cc(F)c(OC2CCN(C(=O)OC(C)(C)C)CC2)c(F)c1. Reaction SMILES: [C:57]([CH3:58])([CH3:59])([CH3:60])[O:61][C:62](=[O:63])[N:64]1[CH2:65][CH2:66][CH:67]([OH:70])[CH2:68][CH2:69]1.[CH2:39]([CH3:40])[O:41][C:42]([CH2:43][CH2:44][C:45](=[O:46])[c:47]1[cH:48][c:49]([F:55])[c:50]([OH:54])[c:51]([F:53])[cH:52]1)=[O:56].[CH2:71]1[O:72][CH2:73][CH2:74][CH2:75]1.[CH3:32][c:33]1[cH:34][cH:35][cH:36][cH:37][cH:38]1.[O:20]=[C:21]([O:22][CH2:23][CH3:24])[N:25]=[N:26][C:27]([O:28][CH2:29][CH3:30])=[O:31].[c:1]1([P:2]([c:3]2[cH:4][cH:5][cH:6][cH:7][cH:8]2)[c:9]2[cH:10][cH:11][cH:12][cH:13][cH:14]2)[cH:15][cH:16][cH:17][cH:18][cH:19]1>>[CH2:39]([CH3:40])[O:41][C:42]([CH2:43][CH2:44][C:45](=[O:46])[c:47]1[cH:48][c:49]([F:55])[c:50]([O:54][CH:67]2[CH2:66][CH2:65][N:64]([C:62]([O:61][C:57]([CH3:58])([CH3:59])[CH3:60])=[O:63])[CH2:69][CH2:68]2)[c:51]([F:53])[cH:52]1)=[O:56].